This data is from the Open Reaction Database (ORD), a public repository of structured organic reaction records. The task is: describe an organic reaction: reactants, conditions, products, and yield Reaction conditions: time 8 hour. Solvent: C1(=CC=CC=C1)C (toluene). The reactants are O1C(=CC=C1)C(=O)NC=1C=C(C=CC1)C1=NN(C2=CC=C(C=C12)C(=O)N)C1OCCCC1 (3-[3-(2-Furylcarbonylamino)phenyl]-1-perhydro-2H-pyran-2-yl-1H-indazole-5-carboxamide). Product: O1C(=CC=C1)C(=O)NC=1C=C(C=CC1)C1=NNC2=CC=C(C=C12)C(=O)N (3-[3-(2-Furylcarbonylamino)phenyl]-1H-indazole-5-carboxamide). Reaction SMILES: [O:1]1[CH:5]=[CH:4][CH:3]=[C:2]1[C:6]([NH:8][C:9]1[CH:10]=[C:11]([C:15]2[C:23]3[C:18](=[CH:19][CH:20]=[C:21]([C:24]([NH2:26])=[O:25])[CH:22]=3)[N:17](C3CCCCO3)[N:16]=2)[CH:12]=[CH:13][CH:14]=1)=[O:7]>C1(C)C=CC=CC=1>[O:1]1[CH:5]=[CH:4][CH:3]=[C:2]1[C:6]([NH:8][C:9]1[CH:10]=[C:11]([C:15]2[C:23]3[C:18](=[CH:19][CH:20]=[C:21]([C:24]([NH2:26])=[O:25])[CH:22]=3)[NH:17][N:16]=2)[CH:12]=[CH:13][CH:14]=1)=[O:7]. Procedure details: 3-[3-(2-Furylcarbonylamino)phenyl]-1-perhydro-2H-pyran-2-yl-1H-indazole-5-carboxamide was suspended in 10 mL of toluene and HCl gas was bubbled through for 15 min. The reaction mixture was stirred at room temperature overnight. After neutralization with aqueous NaHCO3, the reaction mixture was evaporated to dryness and purified by preparatory HPLC. (0.111 g, 54% yield): 1H NMR (DMSO d6) δ 13.5 (br s, 1H), 10.3 (s, 1H), 8.64 (s, 1H), 8.4 (s, 1H), 8.11 (br s, 1H), 7.97 (s, 1H), 7.92 (t, 2H), 7.8 (... Isolated yield 54.0%.